describe an organic reaction: reactants, conditions, products, and yield From a dataset of the Open Reaction Database (ORD), a public repository of structured organic reaction records. Starting materials: CS(C)=O, O=[N+]([O-])c1ccc(F)cc1F, CCOC(=O)c1c(N)sc2cc(OC)ccc12. Yields the product CCOC(=O)c1c(Nc2cc(F)ccc2[N+](=O)[O-])sc2cc(OC)ccc12. RXN SMILES: [CH3:29][S:30](=[O:31])[CH3:32].[F:18][c:19]1[c:20]([N+:26](=[O:27])[O-:28])[cH:21][cH:22][c:23]([F:25])[cH:24]1.[NH2:1][c:2]1[c:3]([C:13](=[O:14])[O:15][CH2:16][CH3:17])[c:4]2[c:5]([s:6]1)[cH:7][c:8]([O:11][CH3:12])[cH:9][cH:10]2>>[NH:1]([c:2]1[c:3]([C:13](=[O:14])[O:15][CH2:16][CH3:17])[c:4]2[c:5]([s:6]1)[cH:7][c:8]([O:11][CH3:12])[cH:9][cH:10]2)[c:19]1[c:20]([N+:26](=[O:27])[O-:28])[cH:21][cH:22][c:23]([F:25])[cH:24]1. The reactants are Cl (HCl), [OH-].[Na+] (NaOH), OO (H2O2), C(C=C)[C@@]1(CCN(C(O1)=O)[C@@H](C)C(C)(C)C)C1=CC=C(C=C1)F ((R)-6-allyl-3-((S)-3,3-dimethylbutan-2-yl)-6-(4-fluorophenyl)-1,3-oxazinan-2-one), B.C1CCOC1 (BH3.THF). Run in O (water), O (water), C1CCOC1 (THF). Run at time 2 hour. The product is CC(C(C)N1C(O[C@](CC1)(CCCO)C1=CC=C(C=C1)F)=O)(C)C ((S)-3,3-dimethylbutan-2-yl-6-(4-fluorophenyl)-6-(3-hydroxypropyl)-1,3-oxazinan-2-one). The yield is 2.1%. As a reaction SMILES: [CH2:1]([C@@:4]1([C:17]2[CH:22]=[CH:21][C:20]([F:23])=[CH:19][CH:18]=2)[O:9][C:8](=[O:10])[N:7]([C@H:11]([C:13]([CH3:16])([CH3:15])[CH3:14])[CH3:12])[CH2:6][CH2:5]1)[CH:2]=[CH2:3].B.C1C[O:28]CC1.[OH-].[Na+].OO.Cl>C1COCC1.O>[CH3:14][C:13]([CH3:15])([CH3:16])[CH:11]([N:7]1[CH2:6][CH2:5][C@:4]([C:17]2[CH:18]=[CH:19][C:20]([F:23])=[CH:21][CH:22]=2)([CH2:1][CH2:2][CH2:3][OH:28])[O:9][C:8]1=[O:10])[CH3:12] |f:1.2,3.4|. Procedure: To a solution of (R)-6-allyl-3-((S)-3,3-dimethylbutan-2-yl)-6-(4-fluorophenyl)-1,3-oxazinan-2-one (90 mg, 0.28 mmol) in dry THF (5 mL) was added dropwise 1 M BH3.THF (0.56 mL, 0.564 mmol) at 0° C. After stirring for 2 h at rt, the reaction mixture was cooled to 0° C. and water (1 mL), 3 M aqueous NaOH (0.5 mL) and 30% H2O2 (0.5 mL) were successively added. The mixture was stirred for 2-3 h at rt and was then diluted with water (6 mL). The pH was adjusted to 6-7 with 0.5 N HCl. The aqueous phase ... Reactants: C(C)(C)(C)OC(=O)N1CCN(CC1)C1=NC(=CN=C1)OCC=1SC=C(N1)C (6′-(4-Methyl-thiazol-2-ylmethoxy)-2,3,5,6-tetrahydro-[1,2′]bipyrazinyl-4-carboxylic acid tert-butyl ester), Cl (HCl). Run in O1CCOCC1 (1,4-dioxane), O1CCOCC1 (1,4-dioxane). Yields the product CC=1N=C(SC1)COC1=CN=CC(=N1)N1CCNCC1 (6′-(4-Methyl-thiazol-2-ylmethoxy)-3,4,5,6-tetrahydro-2H-[1,2′]bipyrazinyl). Isolated yield 98.0%. As a reaction SMILES: C(OC([N:8]1[CH2:13][CH2:12][N:11]([C:14]2[CH:19]=[N:18][CH:17]=[C:16]([O:20][CH2:21][C:22]3[S:23][CH:24]=[C:25]([CH3:27])[N:26]=3)[N:15]=2)[CH2:10][CH2:9]1)=O)(C)(C)C.Cl>O1CCOCC1>[CH3:27][C:25]1[N:26]=[C:22]([CH2:21][O:20][C:16]2[N:15]=[C:14]([N:11]3[CH2:10][CH2:9][NH:8][CH2:13][CH2:12]3)[CH:19]=[N:18][CH:17]=2)[S:23][CH:24]=1. Procedure details: 6′-(4-Methyl-thiazol-2-ylmethoxy)-2,3,5,6-tetrahydro-[1,2′]bipyrazinyl-4-carboxylic acid tert-butyl ester (I-3u) (376 mg, 0.96 mmol) was dissolved in dry 1,4-dioxane (4 mL) and 4 M HCl in 1,4-dioxane (4 mL, 16 mmol) was added with stirring. A gummy solid immediately precipitated. Methanol (2 mL) was added to solubilize the solid. The resulting solution was stirred at room temperature for 4 h and concentrated to a gummy yellow solid. The residue was basified by addition of 1 M NaOH (15 mL) and ex... The reactants are Cc1c(C=O)c(c2ccc(cc2)[Cl])no1, CC1=CN=C(C=C1)N, [C-]#[N+]C1CCCCC1. The reagents and catalysts are O=C(O)C(F)(F)F (trifluoroacetic acid). The solvent is CC(C)O (isopropyl alcohol), CC(C)O (isopropylalcohol). Reaction conditions: temperature 22 celsius, time 20 hour. Yields the product Cc1ccc2nc(c3c(c4ccc(cc4)[Cl])noc3C)c(NC3CCCCC3)n2c1. Isolated yield 0.0%. RXN SMILES: CC1=CC=C(N)N=C1.[C-]#[N+]C1CCCCC1.CC1=C(C=O)C(=NO1)C1=CC=C(Cl)C=C1>>CC1=C(C(=NO1)C1=CC=C(Cl)C=C1)C1=C(NC2CCCCC2)N2C=C(C)C=CC2=N1. Reactants: C(C)(C)(C)[Si](C)(C)OC(=O)[C@H]1[C@@H](CC(C1)O[Si](C)(C)C(C)(C)C)C(=O)OCC ((1R,2R)-4-(tert-Butyl-dimethyl-silanyloxy)-cyclopentane-1,2-dicarboxylic acid 1-ethyl ester 2-(tert-Butyl-dimethyl-silanyl) Ester), C([O-])([O-])=O.[K+].[K+] (potassium carbonate). The solvent is C(C)O (ethanol), O1CCCC1 (tetrahydrofuran), O (water). Run at temperature 0 celsius, time 45 minute. Yields the product C(C)OC(=O)[C@H]1[C@@H](CC(C1)O[Si](C)(C)C(C)(C)C)C(=O)O ((1R,2R)-4-(tert-Butyl-dimethyl-silanyloxy)-cyclopentane-1,2-dicarboxylic acid monoethyl ester). Yield: 90.4%. Reaction SMILES: C([Si]([O:8][C:9]([C@@H:11]1[CH2:15][CH:14]([O:16][Si:17]([C:20]([CH3:23])([CH3:22])[CH3:21])([CH3:19])[CH3:18])[CH2:13][C@H:12]1[C:24]([O:26][CH2:27][CH3:28])=[O:25])=[O:10])(C)C)(C)(C)C.C(=O)([O-])[O-].[K+].[K+]>C(O)C.O1CCCC1.O>[CH2:27]([O:26][C:24]([C@@H:12]1[CH2:13][CH:14]([O:16][Si:17]([C:20]([CH3:21])([CH3:22])[CH3:23])([CH3:18])[CH3:19])[CH2:15][C@H:11]1[C:9]([OH:10])=[O:8])=[O:25])[CH3:28] |f:1.2.3|. Procedure details: To a solution of (1R,2R)-4-(tert-Butyl-dimethyl-silanyloxy)-cyclopentane-1,2-dicarboxylic acid 1-ethyl ester 2-(tert-Butyl-dimethyl-silanyl) Ester (epimeric mixture, 12.09 g) in ethanol (340 mL) and tetrahydrofuran (114 mL) was slowly added a solution of potassium carbonate (16.68 g) in water (114 mL). After 45 min at room temperature, the solvents were removed in vacuo. Brine was added to the residue and the mixture was cooled to 0° C. then the pH was adjusted to 4-5 using a 10% aqueous solutio...